Dataset: the Open Reaction Database (ORD), a public repository of structured organic reaction records. Task: describe an organic reaction: reactants, conditions, products, and yield Starting materials: C(C)(C)NC(C)C (diisopropylamine), ClC1=CC=CC=C1 (chlorobenzene), C[Si](Cl)(C)C (trimethylchlorosilane), C1(=CC=CC=C1)[Na] (phenyl sodium), [Na] (sodium). Solvent: C1(=CC=CC=C1)C (toluene), O (water). Run at time 2 hour. The product is C1(=CC=CC=C1)[Si](C)(C)C (phenyltrimethylsilane). Yield: 98.5%. As a reaction SMILES: C(NC(C)C)(C)C.[C:8]1([Na])[CH:13]=[CH:12][CH:11]=[CH:10][CH:9]=1.[Na].ClC1C=CC=CC=1.[CH3:23][Si:24]([CH3:27])([CH3:26])Cl>O.C1(C)C=CC=CC=1>[C:8]1([Si:24]([CH3:27])([CH3:26])[CH3:23])[CH:13]=[CH:12][CH:11]=[CH:10][CH:9]=1 |^1:14|. Reported procedure: A toluene (5 g) solution containing 0.87 g (8.60 mmol, 2 mol %) of diisopropylamine was added to phenyl sodium, which had been prepared by reacting 20.0 g (0.870 mol) of sodium dispersion and 48.0 g (0.426 mol) of chlorobenzene in 160 g of tolunene, at room temperature, and then the reaction mixture was stirred for 2 hours. To the resultant greenish brown slurry, 46.3 g (0.426 mol) of trimethylchlorosilane was added, dropwise, keeping the reaction temperature in the range of from 15 to 20° C., a... Starting materials: NC=1C=CC(=C(C(=O)O)C1)Cl (5-amino-2-chlorobenzoic acid), N(=O)[O-].[Na+] (NaNO2), O.O.[Sn](Cl)(Cl)(Cl)Cl (tin chloride dihydrate). Solvent: Cl (HCl), Cl (HCl), Cl (HCl). Reaction conditions: time 0.5 hour. Yields the product Cl.ClC1=C(C(=O)O)C=C(C=C1)NN (2-Chloro-5-hydrazinobenzoic acid Hydrochloride). Yield: 71.0%. As a reaction SMILES: [NH2:1][C:2]1[CH:3]=[CH:4][C:5]([Cl:11])=[C:6]([CH:10]=1)[C:7]([OH:9])=[O:8].[N:12]([O-])=O.[Na+].O.O.[Sn](Cl)(Cl)(Cl)Cl>Cl>[ClH:11].[Cl:11][C:5]1[CH:4]=[CH:3][C:2]([NH:1][NH2:12])=[CH:10][C:6]=1[C:7]([OH:9])=[O:8] |f:1.2,3.4.5,7.8|. Procedure details: A solution of 5-amino-2-chlorobenzoic acid (10.3 g, 60 mmol) in concentrated HCl at 0° C. is treated with an aqueous solution of NaNO2 (4.8 g, 70 mmol) at a rate to maintain a reaction temperature of <10° C., stirred for 0.5 h at 0° to 10° C., treated with a solution of tin chloride dihydrate (33.9 g, 150 mmol) in aqueous HCl at a rate to maintain a reaction temperature of <10° C., aqueous HCl is added periodically, as needed to facilitate stirring, stirred at 5° C. for an additional 1 h and fil...